Task: describe an organic reaction: reactants, conditions, products, and yield. Dataset: the Open Reaction Database (ORD), a public repository of structured organic reaction records The reactants are CCOC(=O)C1(CCCl)CCCN(Cc2ccccc2)CC1, CC#N. Yields the product CCOC(=O)C12CCC[N+](Cc3ccccc3)(CC1)CC2, [Cl-]. As a reaction SMILES: [CH2:1]([c:2]1[cH:3][cH:4][cH:5][cH:6][cH:7]1)[N:8]1[CH2:9][CH2:10][C:11]([C:15](=[O:16])[O:17][CH2:18][CH3:19])([CH2:20][CH2:21][Cl:22])[CH2:12][CH2:13][CH2:14]1.[CH3:23][C:24]#[N:25]>>[CH2:1]([c:2]1[cH:3][cH:4][cH:5][cH:6][cH:7]1)[N+:8]12[CH2:9][CH2:10][C:11]([C:15](=[O:16])[O:17][CH2:18][CH3:19])([CH2:12][CH2:13][CH2:14]1)[CH2:20][CH2:21]2.[Cl-:22].